The task is: describe an organic reaction: reactants, conditions, products, and yield. This data is from the Open Reaction Database (ORD), a public repository of structured organic reaction records. Reactants: resultant mixture, OCC1=NC=CC=C1O (2-hydroxymethyl-3-hydroxypyridine), C(C1=CC=CC=C1)Br (benzyl bromide), C([O-])([O-])=O.[K+].[K+] (Potassium carbonate). The solvent is CC(=O)C (acetone). Yields the product C(C1=CC=CC=C1)OC=1C(=NC=CC1)CO ((3-(benzyloxy)pyridin-2-yl)methanol). The yield is 66.0%. Reaction SMILES: [OH:1][CH2:2][C:3]1[C:8]([OH:9])=[CH:7][CH:6]=[CH:5][N:4]=1.C(=O)([O-])[O-].[K+].[K+].[CH2:16](Br)[C:17]1[CH:22]=[CH:21][CH:20]=[CH:19][CH:18]=1>CC(C)=O>[CH2:16]([O:9][C:8]1[C:3]([CH2:2][OH:1])=[N:4][CH:5]=[CH:6][CH:7]=1)[C:17]1[CH:22]=[CH:21][CH:20]=[CH:19][CH:18]=1 |f:1.2.3|. Reported procedure: 2-hydroxymethyl-3-hydroxypyridine (100.3 g, 620.7 mmol) was dissolved in acetone (1 L). Potassium carbonate (180 g, 1.3 mol) was added followed by benzyl bromide (127 g, 745 mmol). The mixture was heated at reflux for 48 hours. The resultant mixture was cooled to room temperature and filtered through celite. The filter cake was washed with acetone (1 L). The combined filtrate was concentrated in vacuo to provide an orange oil. This oil was purified by silica gel column chromatography using 10-40... Starting materials: COc1ccc(C2(C)CNC(=O)O2)cc1OCC1CC1, CN(C)C=O, CC(C)Br, [H-], [Na+]. The product is COc1ccc(C2(C)CN(C(C)C)C(=O)O2)cc1OCC1CC1. Reaction SMILES: [CH3:1][C:2]1([c:8]2[cH:9][c:10]([O:16][CH2:17][CH:18]3[CH2:19][CH2:20]3)[c:11]([O:14][CH3:15])[cH:12][cH:13]2)[CH2:3][NH:4][C:5](=[O:7])[O:6]1.[CH3:27][N:28]([CH3:29])[CH:30]=[O:31].[CH:23]([CH3:24])([CH3:25])[Br:26].[H-:21].[Na+:22]>>[CH3:1][C:2]1([c:8]2[cH:9][c:10]([O:16][CH2:17][CH:18]3[CH2:19][CH2:20]3)[c:11]([O:14][CH3:15])[cH:12][cH:13]2)[CH2:3][N:4]([CH:23]([CH3:24])[CH3:25])[C:5](=[O:7])[O:6]1. Starting materials: C(C)(C)(C)OC(CCCC[C@@H](C)OC=1C2=C(N=CN1)OC(=C2C2=CC=C(C=C2)CC)C2=C(C=CC=C2)F)=O ((6R)-6-{[5-(4-ethylphenyl)-6-(2-fluorophenyl)furo[2,3-d]pyrimidin-4-yl]oxy}heptanoic acid tert.-butyl ester). Run in Cl (hydrogen chloride), O1CCOCC1 (dioxan). Reaction conditions: time 16 hour. Yields the product C(C)C1=CC=C(C=C1)C1=C(OC=2N=CN=C(C21)O[C@@H](CCCCC(=O)O)C)C2=C(C=CC=C2)F ((−)-(6R)-6-{[5-(4-Ethylphenyl)-6-(2-fluorophenyl)furo[2,3-d]pyrimidin-4-yl]oxy}heptanoic acid). As a reaction SMILES: C([O:5][C:6](=[O:38])[CH2:7][CH2:8][CH2:9][CH2:10][C@H:11]([O:13][C:14]1[C:15]2[C:22]([C:23]3[CH:28]=[CH:27][C:26]([CH2:29][CH3:30])=[CH:25][CH:24]=3)=[C:21]([C:31]3[CH:36]=[CH:35][CH:34]=[CH:33][C:32]=3[F:37])[O:20][C:16]=2[N:17]=[CH:18][N:19]=1)[CH3:12])(C)(C)C>Cl.O1CCOCC1>[CH2:29]([C:26]1[CH:27]=[CH:28][C:23]([C:22]2[C:15]3[C:14]([O:13][C@H:11]([CH3:12])[CH2:10][CH2:9][CH2:8][CH2:7][C:6]([OH:38])=[O:5])=[N:19][CH:18]=[N:17][C:16]=3[O:20][C:21]=2[C:31]2[CH:36]=[CH:35][CH:34]=[CH:33][C:32]=2[F:37])=[CH:24][CH:25]=1)[CH3:30]. Procedure details: Dissolve 420 mg (0.81 mmol) (6R)-6-{[5-(4-ethylphenyl)-6-(2-fluorophenyl)furo[2,3-d]pyrimidin-4-yl]oxy}heptanoic acid tert.-butyl ester in 5.3 ml 4 N hydrogen chloride in dioxan and stir for 16 h at RT. After concentrating the reaction solution by evaporation under vacuum, purify the residue by preparative RP-HPLC (gradient: water/acetonitrile). 200 mg (53% of theor.) of the desired product is obtained. Reactants: FC(C(=O)O)(F)F.ClC1=C(C=C(C(=O)NCC2CCNCC2)C=C1)OC (4-chloro-3-methoxy-N-(4-piperidinylmethyl)benzamide Trifluoroacetate), C(C)(=O)O (acetic acid), C1(=CC=CC=C1)C=1C=C(SC1)C=O (4-phenylthiophene-2-carbaldehyde), C(C)(=O)O[BH-](OC(C)=O)OC(C)=O.C[N+](C)(C)C (Tetramethylammonium triacetoxyborohydride). Solvent: C(C)#N (acetonitrile). Run at time 18 hour. Product: ClC1=C(C=C(C(=O)NCC2CCN(CC2)CC=2SC=C(C2)C2=CC=CC=C2)C=C1)OC (4-chloro-3-methoxy-N-({1-[(4-phenyl-2-thienyl)methyl]-4-piperidinyl}methyl)benzamide). Yield: 76.7%. RXN SMILES: [C:1]1([C:7]2[CH:8]=[C:9]([CH:12]=O)[S:10][CH:11]=2)[CH:6]=[CH:5][CH:4]=[CH:3][CH:2]=1.FC(F)(F)C(O)=O.[Cl:21][C:22]1[CH:37]=[CH:36][C:25]([C:26]([NH:28][CH2:29][CH:30]2[CH2:35][CH2:34][NH:33][CH2:32][CH2:31]2)=[O:27])=[CH:24][C:23]=1[O:38][CH3:39].C(O)(=O)C.C(O[BH-](OC(=O)C)OC(=O)C)(=O)C.C[N+](C)(C)C>C(#N)C>[Cl:21][C:22]1[CH:37]=[CH:36][C:25]([C:26]([NH:28][CH2:29][CH:30]2[CH2:31][CH2:32][N:33]([CH2:12][C:9]3[S:10][CH:11]=[C:7]([C:1]4[CH:2]=[CH:3][CH:4]=[CH:5][CH:6]=4)[CH:8]=3)[CH2:34][CH2:35]2)=[O:27])=[CH:24][C:23]=1[O:38][CH3:39] |f:1.2,4.5|. Reported procedure: A mixture of 4-phenylthiophene-2-carbaldehyde (0.074 g) and the compound prepared in Example 11 (0.075 g) and acetic acid (0.023 mL) in acetonitrile (1 mL) was stirred at room temperature for 30 minutes. Tetramethylammonium triacetoxyborohydride (0.156 g) was added and the reaction was stirred for 18 hours. The mixture was partitioned between a saturated aqueous sodium bicarbonate solution and ethyl acetate. The organic layer was dried over anhydrous magnesium sulfate and concentrated. The resid... The reactants are COC(=O)C1C(CC(C1)C(=O)OC)C(C(S(=O)[O-])(F)F)(F)F.[Na+] (sodium 2-(2,4-bis(methoxycarbonyl)cyclopentyl)-1,1,2,2-tetrafluoroethanesulfinate), OO (hydrogen peroxide), raw material. Reagents/catalysts: [O-][W](=O)(=O)[O-].[Na+].[Na+] (sodium tungstate). Solvent: O (water). Conditions: time 5 hour. Product: COC(=O)C1C(CC(C1)C(=O)OC)C(C(S(=O)(=O)[O-])(F)F)(F)F.[Na+] (sodium 2-(2,4-bis(methoxycarbonyl)cyclopentyl)-1,1,2,2-tetrafluoroethanesulfonate). Reaction SMILES: [CH3:1][O:2][C:3]([CH:5]1[CH2:9][CH:8]([C:10]([O:12][CH3:13])=[O:11])[CH2:7][CH:6]1[C:14]([F:22])([F:21])[C:15]([F:20])([F:19])[S:16]([O-:18])=[O:17])=[O:4].[Na+:23].[OH:24]O>[O-][W]([O-])(=O)=O.[Na+].[Na+].O>[CH3:1][O:2][C:3]([CH:5]1[CH2:9][CH:8]([C:10]([O:12][CH3:13])=[O:11])[CH2:7][CH:6]1[C:14]([F:22])([F:21])[C:15]([F:19])([F:20])[S:16]([O-:24])(=[O:18])=[O:17])=[O:4].[Na+:23] |f:0.1,3.4.5,7.8|. Procedure details: Into a glass flask equipped with a thermometer and a capacitor were charged the aqueous solution of crude sodium 2-(2,4-bis(methoxycarbonyl)cyclopentyl)-1,1,2,2-tetrafluoroethanesulfinate obtained as described above, and a catalytic amount of sodium tungstate (IV) dihydrate. Thereto, a 35% by mass hydrogen peroxide solution 3.00 g was added dropwise. After the mixture was stirred at room temperature for 5 hrs, the disappearance of the raw material was confirmed by 19F-NMR to decide completion of... The reactants are OC(C)(C)[C@@H]1[C@@H](NCC1)C ((2S,3S)-3-(1-hydroxy-1-methylethyl)-2-methylpyrrolidine), FC1=C(C=C(C#N)C=C1)C (4-fluoro-3-methylbenzonitrile). The product is OC(C)(C)[C@@H]1[C@@H](N(CC1)C1=C(C=C(C#N)C=C1)C)C (4-[(2S,3S)-3-(1-hydroxy-1-methylethyl)-2-methylpyrrolidin-1-yl]-3-methylbenzonitrile). As a reaction SMILES: [OH:1][C:2]([C@H:5]1[CH2:9][CH2:8][NH:7][C@H:6]1[CH3:10])([CH3:4])[CH3:3].F[C:12]1[CH:19]=[CH:18][C:15]([C:16]#[N:17])=[CH:14][C:13]=1[CH3:20]>>[OH:1][C:2]([C@H:5]1[CH2:9][CH2:8][N:7]([C:12]2[CH:19]=[CH:18][C:15]([C:16]#[N:17])=[CH:14][C:13]=2[CH3:20])[C@H:6]1[CH3:10])([CH3:4])[CH3:3]. Procedure: Using compound 1 and 4-fluoro-3-methylbenzonitrile as starting materials, the title compound was obtained by the same manner as shown in Example 1 (reaction temperature 90° C., reaction time 3 hr). Reactants: CCCC(C(=O)O)c1cccc(Oc2ccccc2Cl)c1OC, CC(=O)OC(C)=O, I. The product is CCCC1C(=O)Oc2c(Oc3ccccc3Cl)cccc21. As a reaction SMILES: [CH3:1][O:2][c:3]1[c:4]([CH:17]([C:18](=[O:19])[OH:20])[CH2:21][CH2:22][CH3:23])[cH:5][cH:6][cH:7][c:8]1[O:9][c:10]1[c:11]([Cl:16])[cH:12][cH:13][cH:14][cH:15]1.[CH3:24][C:25]([O:26][C:27](=[O:28])[CH3:29])=[O:30].[IH:31]>>[c:3]12[c:4]([cH:5][cH:6][cH:7][c:8]1[O:9][c:10]1[c:11]([Cl:16])[cH:12][cH:13][cH:14][cH:15]1)[CH:17]([CH2:21][CH2:22][CH3:23])[C:18](=[O:20])[O:19]2. Reactants: BrC1=C(C=C(C(=C1)F)[N+](=O)[O-])F (1-bromo-2,5-difluoro-4-nitro-benzene), N (ammonia). Run in CO (methanol). Run at temperature 60 celsius. Yields the product BrC=1C(=CC(=C(C1)N)[N+](=O)[O-])F (5-Bromo-4-fluoro-2-nitro-phenylamine). Reaction SMILES: [Br:1][C:2]1[CH:7]=[C:6](F)[C:5]([N+:9]([O-:11])=[O:10])=[CH:4][C:3]=1[F:12].[NH3:13]>CO>[Br:1][C:2]1[C:3]([F:12])=[CH:4][C:5]([N+:9]([O-:11])=[O:10])=[C:6]([NH2:13])[CH:7]=1. Procedure details: A mixture of 1-bromo-2,5-difluoro-4-nitro-benzene (1.50 g, 6.30 mmol) and 7M ammonia in methanol (25 mL) was heated in a sealed tube at 60° C. for 15 h. The reaction mixture was transferred to a round bottom flask, washing the sealed tube with EtOAc. The reaction mixture was concentrated, and the crude material was used in the next step without further purification. The reagents and catalysts are [Pd] (palladium on carbon). Solvent: O (water), CO (methanol). The yield is 170.4%. Reaction SMILES: [NH2:1][C:2]1[C:7]([O:8][CH3:9])=[CH:6][CH:5]=[CH:4][C:3]=1[N+:10]([O-])=O.[F:13][CH:14]([F:18])[C:15](O)=O.Cl.C>[Pd].CO.O>[NH3:1].[F:13][CH:14]([F:18])[C:15]1[NH:10][C:3]2[CH:4]=[CH:5][CH:6]=[C:7]([O:8][CH3:9])[C:2]=2[N:1]=1. Starting materials: C (charcoal), Cl (HCl), NC1=C(C=CC=C1OC)[N+](=O)[O-] (2-Amino-3-methoxynitrobenzene), FC(C(=O)O)F (difluoroacetic acid). Product: N (ammonia), FC(C1=NC2=C(N1)C=CC=C2OC)F (2-difluoromethyl-4-methoxy-1H-benzimidazole). Procedure: 2-Amino-3-methoxynitrobenzene (15.10 g, 0.09 mol) was hydrogenated over palladium on carbon in methanol, and the solution was filtered through celite into a methanolic HCl solution. The solvent was removed under vacuum and the resulting hydrochloride salt was combined with difluoroacetic acid (19.2 g, 0.18 mol) and 4 M HCl (100 mL). The mixture was heated under reflux for 3 hr, diluted with water, decolourized with charcoal, and filtered through celite. Neutralization with aqueous ammonia gave 2... Reactants: resultant mixture, C([O-])(O)=O.[Na+] (sodium bicarbonate), Br.ClC1=C(C=CC=C1)C(C1=C(C=CC(=C1)Cl)N1N=C(N=C1CN)C(N(C)C)=O)=O (2',5-dichloro-2-(3-dimethylcarbamoyl-5-aminomethyl-1,2,4-triazol- 1-yl)-benzophenone hydrobromide), ClCC(=O)Cl (chloroacetyl chloride), CN(C=O)C (dimethylformamide). The solvent is C(C)(=O)OCC (ethyl acetate), C1=CC=CC=C1 (benzene). The product is ClC1=C(C=CC=C1)C(C1=C(C=CC(=C1)Cl)N1N=C(N=C1CNC(CCl)=O)C(N(C)C)=O)=O (2',5-dichloro-2-[3-dimethylcarbamoyl-5-(2-chloroacetylamino)methyl-1,2,4-triazol- 1-yl]-benzophenone). Isolated yield 1084.6%. RXN SMILES: Br.[Cl:2][C:3]1[CH:8]=[CH:7][CH:6]=[CH:5][C:4]=1[C:9](=[O:29])[C:10]1[CH:15]=[C:14]([Cl:16])[CH:13]=[CH:12][C:11]=1[N:17]1[C:21]([CH2:22][NH2:23])=[N:20][C:19]([C:24](=[O:28])[N:25]([CH3:27])[CH3:26])=[N:18]1.[Cl:30][CH2:31][C:32](Cl)=[O:33].CN(C)C=O.C(=O)(O)[O-].[Na+]>C1C=CC=CC=1.C(OCC)(=O)C>[Cl:2][C:3]1[CH:8]=[CH:7][CH:6]=[CH:5][C:4]=1[C:9](=[O:29])[C:10]1[CH:15]=[C:14]([Cl:16])[CH:13]=[CH:12][C:11]=1[N:17]1[C:21]([CH2:22][NH:23][C:32](=[O:33])[CH2:31][Cl:30])=[N:20][C:19]([C:24](=[O:28])[N:25]([CH3:26])[CH3:27])=[N:18]1 |f:0.1,4.5|. Procedure: A mixture of 2',5-dichloro-2-(3-dimethylcarbamoyl-5-carbobenzoxyaminomethyl-1,2,4-triazol- 1-yl)benzophenone (3.6 g) and 30% hydrogen bromide-acetic acid (9 ml) is stirred at room temperature for 2 hours. The reaction mixture is mixed with ether, and the precipitate is isolated by decantation and washed thrice with ether, whereby 2',5-dichloro-2-(3-dimethylcarbamoyl-5-aminomethyl-1,2,4-triazol- 1-yl)-benzophenone hydrobromide is obtained. This hydrobromide (1.2 g) is added to a solution of chlor...